This data is from the Open Reaction Database (ORD), a public repository of structured organic reaction records. The task is: describe an organic reaction: reactants, conditions, products, and yield Reactants: C([O-])([O-])=O.[K+].[K+] (potassium carbonate), C1C(CC2=CC=CC=C12)NCC(=O)N (2-(2-indanylamino)acetamide), CI (Methyl iodide). The solvent is CO (methanol). Reaction conditions: time 15 minute. The product is CN(CC(=O)N)C1CC2=CC=CC=C2C1 (2-(N-methyl-2-indanylamino)acetamide). As a reaction SMILES: [CH2:1]1[C:9]2[C:4](=[CH:5][CH:6]=[CH:7][CH:8]=2)[CH2:3][CH:2]1[NH:10][CH2:11][C:12]([NH2:14])=[O:13].[C:15](=O)([O-])[O-].[K+].[K+].CI>CO>[CH3:15][N:10]([CH:2]1[CH2:3][C:4]2[C:9](=[CH:8][CH:7]=[CH:6][CH:5]=2)[CH2:1]1)[CH2:11][C:12]([NH2:14])=[O:13] |f:1.2.3|. Reported procedure: 2-(2-indanylamino)acetamide (0.016 moles, 3.00 g) is dissolved in methanol (60 ml), and potassium carbonate (0.016 moles, 2.18 g) is added under stirring. Methyl iodide (0.028 moles, 4.14 g) is dropped therein at r.t. in 15 minutes. The mixture is reacted for 4 hours at r.t., then evaporated under vacuum. The resulting solid is taken up into water (100 ml), the aqueous solution is extracted with ethyl acetate (3×150 ml). The organic solution is dried over sodium sulfate, then evaporated under va... The reactants are BrB(Br)Br, COC1CCC(C2CCN(Cc3c(Cl)cc(-c4ccc(F)cc4)cc3Cl)C2=O)CC1. Product: O=C1C(C2CCC(Br)CC2)CCN1Cc1c(Cl)cc(-c2ccc(F)cc2)cc1Cl. RXN SMILES: [B:31]([Br:32])([Br:33])[Br:34].[Cl:1][c:2]1[cH:3][c:4](-[c:24]2[cH:25][cH:26][c:27]([F:30])[cH:28][cH:29]2)[cH:5][c:6]([Cl:23])[c:7]1[CH2:8][N:9]1[C:10](=[O:22])[CH:11]([CH:14]2[CH2:15][CH2:16][CH:17]([O:20][CH3:21])[CH2:18][CH2:19]2)[CH2:12][CH2:13]1>>[Cl:1][c:2]1[cH:3][c:4](-[c:24]2[cH:25][cH:26][c:27]([F:30])[cH:28][cH:29]2)[cH:5][c:6]([Cl:23])[c:7]1[CH2:8][N:9]1[C:10](=[O:22])[CH:11]([CH:14]2[CH2:15][CH2:16][CH:17]([Br:32])[CH2:18][CH2:19]2)[CH2:12][CH2:13]1. Starting materials: C(C)(=O)OCC (Ethyl actate), C([O-])([O-])=O.[K+].[K+] (potassium carbonate), ICC (iodoethane), BrC=1C=C(ONC(=O)NC(C)(C)C2=CC=CC=C2)C=C(C1)Cl (1-(3-bromo-5-chlorophenoxy)-3-(2-phenylpropan-2-yl)urea). Solvent: CN(C=O)C (N,N-dimethyl formamide). Yields the product BrC=1C=C(ON(C(=O)NC(C)(C)C2=CC=CC=C2)CC)C=C(C1)Cl (1-(3-bromo-5-chlorophenoxy)-1-ethyl-3-(2-phenylpropan-2-yl)urea). Isolated yield 92.6%. Reaction SMILES: [Br:1][C:2]1[CH:3]=[C:4]([CH:19]=[C:20]([Cl:22])[CH:21]=1)[O:5][NH:6][C:7]([NH:9][C:10]([C:13]1[CH:18]=[CH:17][CH:16]=[CH:15][CH:14]=1)([CH3:12])[CH3:11])=[O:8].C(=O)([O-])[O-].[K+].[K+].I[CH2:30][CH3:31].C(OCC)(=O)C>CN(C)C=O>[Br:1][C:2]1[CH:3]=[C:4]([CH:19]=[C:20]([Cl:22])[CH:21]=1)[O:5][N:6]([CH2:30][CH3:31])[C:7]([NH:9][C:10]([C:13]1[CH:18]=[CH:17][CH:16]=[CH:15][CH:14]=1)([CH3:12])[CH3:11])=[O:8] |f:1.2.3|. Procedure: 2.89 g of 1-(3-bromo-5-chlorophenoxy)-3-(2-phenylpropan-2-yl)urea was dissolved in 30 ml of N,N-dimethyl formamide. The resulting solution was added to a mixture of 5.18 g of potassium carbonate and 1.17 g of iodoethane, followd by stirring for one night at room temperature. Ethyl actate was then added to the susulting solution. The resulting mixture was washed with ammonium chloride, and the organic layer was dried with magnesium sulfate. After filtration, the solvent was distilled off. The res... Starting materials: COC(C1=CC=C(C=C1)OC(COC1=CC=C(C=C1)C(C(F)(F)F)(C(F)(F)F)OCC1=CC=C(C=C1)OC)C1=CC=CC=C1)=O (rac 4-(1-phenyl-2-{4-[2,2,2-trifluoro-1-(4-methoxy-benzyloxy)-1-trifluoromethyl-ethyl]-phenoxy}-ethoxy)-benzoic acid methyl ester), C(C)#N.O (acetonitrile water), ceric ammonium nitrate, ceric ammonium nitrate, OS(=O)(=O)[O-].[K+] (KHSO4). Solvent: mixture, CCOC(=O)C (EtOAc). Run at time 3 hour. The product is COC(C1=CC=C(C=C1)OC(COC1=CC=C(C=C1)C(C(F)(F)F)(C(F)(F)F)O)C1=CC=CC=C1)=O (rac 4-{1-phenyl-2-[4-(2,2,2-trifluoro-1-hydroxy-1-trifluoromethyl-ethyl)-phenoxy]-ethoxy}-benzoic acid methyl ester). Yield: 48.6%. As a reaction SMILES: [CH3:1][O:2][C:3](=[O:45])[C:4]1[CH:9]=[CH:8][C:7]([O:10][CH:11]([C:39]2[CH:44]=[CH:43][CH:42]=[CH:41][CH:40]=2)[CH2:12][O:13][C:14]2[CH:19]=[CH:18][C:17]([C:20]([O:29]CC3C=CC(OC)=CC=3)([C:25]([F:28])([F:27])[F:26])[C:21]([F:24])([F:23])[F:22])=[CH:16][CH:15]=2)=[CH:6][CH:5]=1.C(#N)C.O.OS([O-])(=O)=O.[K+]>CCOC(C)=O>[CH3:1][O:2][C:3](=[O:45])[C:4]1[CH:9]=[CH:8][C:7]([O:10][CH:11]([C:39]2[CH:40]=[CH:41][CH:42]=[CH:43][CH:44]=2)[CH2:12][O:13][C:14]2[CH:19]=[CH:18][C:17]([C:20]([OH:29])([C:21]([F:22])([F:23])[F:24])[C:25]([F:27])([F:28])[F:26])=[CH:16][CH:15]=2)=[CH:6][CH:5]=1 |f:1.2,3.4|. Reported procedure: 76 mg (0.12 mmol) of rac 4-(1-phenyl-2-{4-[2,2,2-trifluoro-1-(4-methoxy-benzyloxy)-1-trifluoromethyl-ethyl]-phenoxy}-ethoxy)-benzoic acid methyl ester in 4 ml of a mixture of acetonitrile:water (9:1) were treated with 250 mg (0.46 mmol) of ceric ammonium nitrate at room temperature overnight. An additional 100 mg (0.18 mmol) of ceric ammonium nitrate were added and stirring was continued for 3 h. EtOAc and 1M KHSO4 were added and the phases were separated. The inorganic one was extracted with Et... Starting materials: [H-].[Na+] (sodium hydride), CC=1C=C(CSC2=C(C(=O)OC)C=C(C=C2)C(F)(F)F)C=CC1 (methyl 2-(m-methylbenzylthio)-5-trifluoromethylbenzoate), Cl (hydrochloric acid), O (water). Solvent: CN(C=O)C (N,N-dimethylformamide), CN(C=O)C (N,N-dimethylformamide). Run at temperature 75 celsius, time 45 minute. The product is OC=1C2=C(SC1C1=CC(=CC=C1)C)C=CC(=C2)C(F)(F)F (3-hydroxy-2-(m-methylphenyl)-5-trifluoromethylbenzo[b]thiophene). As a reaction SMILES: [H-].[Na+].[CH3:3][C:4]1[CH:5]=[C:6]([CH:23]=[CH:24][CH:25]=1)[CH2:7][S:8][C:9]1[CH:18]=[CH:17][C:16]([C:19]([F:22])([F:21])[F:20])=[CH:15][C:10]=1[C:11]([O:13]C)=O.O.Cl>CN(C)C=O>[OH:13][C:11]1[C:10]2[CH:15]=[C:16]([C:19]([F:22])([F:21])[F:20])[CH:17]=[CH:18][C:9]=2[S:8][C:7]=1[C:6]1[CH:23]=[CH:24][CH:25]=[C:4]([CH3:3])[CH:5]=1 |f:0.1|. Procedure: To a slurry of sodium hydride (50% dispersion in mineral oil) (253 mg, 5.27 mmol) in N,N-dimethylformamide (3 ml) at 75° C. under a nitrogen atmosphere was added a solution of methyl 2-(m-methylbenzylthio)-5-trifluoromethylbenzoate (885 mg, 2.60 mmol) in N,N-dimethylformamide (12 ml). Gas evolution was observed during the 20 minute addition period. After stirring an additional 45 minutes at 75° C., water (70 ml) was added, and the aqueous mixture was brought to pH5-6 at room temperature with 2N ... Reactants: O=C([O-])[O-], Clc1cncc(Cl)n1, [Cs+], [Cs+], NC1CCC(O)CC1. Product: OC1CCC(Nc2cncc(Cl)n2)CC1. RXN SMILES: [C:17](=[O:18])([O-:19])[O-:20].[Cl:1][c:2]1[n:3][c:4]([Cl:8])[cH:5][n:6][cH:7]1.[Cs+:21].[Cs+:22].[NH2:9][CH:10]1[CH2:11][CH2:12][CH:13]([OH:16])[CH2:14][CH2:15]1>>[c:2]1([NH:9][CH:10]2[CH2:11][CH2:12][CH:13]([OH:16])[CH2:14][CH2:15]2)[n:3][c:4]([Cl:8])[cH:5][n:6][cH:7]1. Reactants: N1(CCCC1)CCOC1=CC=C(CC=2C3=C(SC2C2=CC=C(C=C2)CCN)C=CC=C3)C=C1 (3-[4-[2-(1-Pyrrolidinyl)ethoxy]benzyl]-2-[4-(2-aminoethyl)phenyl]benzo[b]thiophene), O=CC(O)CO (glyceraldehyde), C(C)(=O)O[BH-](OC(C)=O)OC(C)=O.[Na+] (sodium triacetoxyborohydride). Solvent: ClCCl.CO (dichloromethane methanol). Conditions: time 4 hour. Yields the product [NH4+].[OH-].CO.CCOC(=O)C (NH4OH MeOH EtOAc), product. Reaction SMILES: [N:1]1(CC[O:8]C2C=CC(CC3C4C=CC=CC=4SC=3C3C=CC(CCN)=CC=3)=CC=2)CCCC1.[O:34]=[CH:35][CH:36]([CH2:38][OH:39])O.[C:40](O[BH-](OC(=O)C)OC(=O)C)(=[O:42])[CH3:41].[Na+]>ClCCl.CO>[NH4+:1].[OH-:8].[CH3:35][OH:34].[CH3:41][CH2:40][O:42][C:38]([CH3:36])=[O:39] |f:2.3,4.5,6.7.8.9|. Procedure: 3-[4-[2-(1-Pyrrolidinyl)ethoxy]benzyl]-2-[4-(2-aminoethyl)phenyl]benzo[b]thiophene (113 mg) was dissolved in dichloromethane:methanol (2:1, 6.0 mL), treated with glyceraldehyde (25 mg) and sodium triacetoxyborohydride (60 mg) sequentially and allowed to stir at ambient temperature for 4 h. The reaction mixture was concentrated, and column chromatography with NH4OH:MeOH:EtOAc (3:7:90) afforded the product (56 mg). The reactants are N[C@H](CC)C=1C(=C(C(=CC1)Cl)C(=O)C=1C=CC(=NC1)N1N=CC(=C1)C(=O)OCC)F (ethyl 1-[5-({3-[(1R)-1-aminopropyl]-6-chloro-2-fluorophenyl}carbonyl)pyridin-2-yl]-1H-pyrazole-4-carboxylate), CC(C)C[AlH]CC(C)C.C1CCOC1 (DiBAL-H THF), CC(C)C[AlH]CC(C)C.C1CCOC1 (DiBAL-H THF). The solvent is C1CCOC1 (THF). Reaction conditions: temperature 0 celsius, time 15 minute. Yields the product N[C@H](CC)C=1C(=C(C(=CC1)Cl)C(=O)C=1C=CC(=NC1)N1N=CC(=C1)CO)F ({1-[5-({3-[(1R)-1-aminopropyl]-6-chloro-2-fluorophenyl}carbonyl)pyridin-2-yl]-1H-pyrazol-4-yl}methanol). Yield: 10.8%. As a reaction SMILES: [NH2:1][C@@H:2]([C:5]1[C:6]([F:30])=[C:7]([C:12]([C:14]2[CH:15]=[CH:16][C:17]([N:20]3[CH:24]=[C:23]([C:25](OCC)=[O:26])[CH:22]=[N:21]3)=[N:18][CH:19]=2)=[O:13])[C:8]([Cl:11])=[CH:9][CH:10]=1)[CH2:3][CH3:4].CC(C[AlH]CC(C)C)C.C1COCC1>C1COCC1>[NH2:1][C@@H:2]([C:5]1[C:6]([F:30])=[C:7]([C:12]([C:14]2[CH:15]=[CH:16][C:17]([N:20]3[CH:24]=[C:23]([CH2:25][OH:26])[CH:22]=[N:21]3)=[N:18][CH:19]=2)=[O:13])[C:8]([Cl:11])=[CH:9][CH:10]=1)[CH2:3][CH3:4] |f:1.2|. Procedure: To ethyl 1-[5-({3-[(1R)-1-aminopropyl]-6-chloro-2-fluorophenyl}carbonyl)pyridin-2-yl]-1H-pyrazole-4-carboxylate (Example 41) (0.154 g, 0.358 mmol) in THF (4 ml) at 0° C. was added 1M DiBAL-H/THF (0.78 ml, 0.787 mmol) stirred at 0° C. for 15 minutes allowed to warm to ambient, further 1M DiBAL-H/THF (0.78 ml, 0.787 mmol) added left further 30 minutes at ambient. Reaction quenched with Rochelles salt and extracted with EtOAc. The organic phase was dried (Na2SO4), filtered and concentrated, purifie... Starting materials: Cl (hydrochloric acid), Methanolic solution, C[O-].[Na+] (sodium methylate), FC1=C(C=CC(=C1)F)[C@]1(OC1)[C@H](C)OC(C1=CC=CC=C1)=O ([(1S)-1-[(2R)-2-(2,4-Difluorophenyl)-2-oxiranyl]ethyl]benzoate). Run in CO (methanol). Run at time 6 hour. Yields the product FC1=C(C=CC(=C1)F)[C@]1(OC1)[C@H](C)O ((1S)-1-[(2R)-2-(2,4-difluorophenyl)- 2-oxiranyl]ethanol). Isolated yield 92.7%. As a reaction SMILES: [F:1][C:2]1[CH:7]=[C:6]([F:8])[CH:5]=[CH:4][C:3]=1[C@:9]1([C@@H:12]([O:14]C(=O)C2C=CC=CC=2)[CH3:13])[CH2:11][O:10]1.C[O-].[Na+].Cl>CO>[F:1][C:2]1[CH:7]=[C:6]([F:8])[CH:5]=[CH:4][C:3]=1[C@:9]1([C@@H:12]([OH:14])[CH3:13])[CH2:11][O:10]1 |f:1.2|. Reported procedure: [(1S)-1-[(2R)-2-(2,4-Difluorophenyl)-2-oxiranyl]ethyl]benzoate (15.9 g) was dissolved in 800 ml of methanol. 28% Methanolic solution (12.9 ml) of sodium methylate was added with ice cooling and the reaction solution was stirred at room temperature for 6 hours. To the reaction solution was added 63.2 ml of 1N hydrochloric acid and the solvent was distilled off under reduced pressure. The residue was purified by silica gel chromatography (eluate; hexane:ethyl acetate=6:1 to 2:1) to give 9.7 g of (...